Dataset: the Open Reaction Database (ORD), a public repository of structured organic reaction records. Task: describe an organic reaction: reactants, conditions, products, and yield Reactants: C(C)(C)(C)OC(NC(CCC1=CC=CC=C1)C(=O)C1=C(N=C(O1)C1=CC=CC=C1)C1=CC=CC=C1)=O ([1-(2,4-diphenyloxazole-5-carbonyl)-3-phenylpropyl]carbamic acid tert-butyl ester), CN1CCOCC1 (N-methylmorpholine), C(=O)(C(F)(F)F)O (TFA), C(CCl)Cl (EDC), C=1C=CC2=C(C1)N=NN2O (HOBt), N[C@@H](CC(C)C)C(=O)O (leucine), N1(CCOCC1)C(=O)N[C@@H](CC(C)C)C(=O)O (N-[(4-Morpholinyl)carbonyl]-L-leucine). Run in C(Cl)Cl (CH2Cl2), CN(C)C=O (DMF). Reaction conditions: temperature 0 celsius, time 1 hour. Yields the product C1(=CC=CC=C1)C=1OC(=C(N1)C1=CC=CC=C1)C(=O)[C@H](CCC1=CC=CC=C1)NC(=O)[C@H](CC(C)C)NC(=O)N1CCOCC1 (Morpholine-4-carboxylic acid {1-(S)-[1-(S)-(2,4-diphenyloxazole-5-carbonyl)-3-phenylpropylcarbamoyl]-3-methylbutyl} amide). Yield: 47.7%. RXN SMILES: [N:1]1([C:7]([NH:9][C@H:10]([C:15]([OH:17])=O)[CH2:11][CH:12]([CH3:14])[CH3:13])=[O:8])[CH2:6][CH2:5][O:4][CH2:3][CH2:2]1.C(Cl)CCl.C1C=CC2N(O)N=NC=2C=1.C(OC(=O)[NH:38][CH:39]([C:48]([C:50]1[O:54][C:53]([C:55]2[CH:60]=[CH:59][CH:58]=[CH:57][CH:56]=2)=[N:52][C:51]=1[C:61]1[CH:66]=[CH:65][CH:64]=[CH:63][CH:62]=1)=[O:49])[CH2:40][CH2:41][C:42]1[CH:47]=[CH:46][CH:45]=[CH:44][CH:43]=1)(C)(C)C.C(O)(C(F)(F)F)=O.CN1CCOCC1.N[C@H](C(O)=O)CC(C)C>CN(C=O)C.C(Cl)Cl>[C:55]1([C:53]2[O:54][C:50]([C:48]([C@@H:39]([NH:38][C:15]([C@@H:10]([NH:9][C:7]([N:1]3[CH2:2][CH2:3][O:4][CH2:5][CH2:6]3)=[O:8])[CH2:11][CH:12]([CH3:13])[CH3:14])=[O:17])[CH2:40][CH2:41][C:42]3[CH:43]=[CH:44][CH:45]=[CH:46][CH:47]=3)=[O:49])=[C:51]([C:61]3[CH:66]=[CH:65][CH:64]=[CH:63][CH:62]=3)[N:52]=2)[CH:56]=[CH:57][CH:58]=[CH:59][CH:60]=1. Reported procedure: N-[(4-Morpholinyl)carbonyl]-L-leucine (100 mg, 0.35 mmol) (prepared as described in Example 1) was dissolved in 10 mL DMF and cooled to 0° C. To the solution was added EDC (77 mg, 0.4 mmol) and HOBt (54 mg, 0.4 mmol) and the reaction was stirred for 1 h. In a separate flask, [1-(2,4-diphenyloxazole-5-carbonyl)-3-phenylpropyl]carbamic acid tert-butyl ester (158 mg, 0.31 mmol) was dissolved in 4 mL CH2Cl2 and 2 mL TFA was added. After stirring for 1 h, the solvents were evaporated, the residue was... Reaction SMILES: Cl.[CH2:2]([NH:4][C:5]1([C:9]([NH2:11])=[O:10])[CH2:8][NH:7][CH2:6]1)[CH3:3].C(N(C(C)C)CC)(C)C.Cl[C:22]1[N:27]2[N:28]=[C:29]([C:32]3[CH:37]=[CH:36][CH:35]=[CH:34][C:33]=3[Cl:38])[C:30]([I:31])=[C:26]2[N:25]=[CH:24][CH:23]=1.N1CCC1>CC(C)=O>[Cl:38][C:33]1[CH:34]=[CH:35][CH:36]=[CH:37][C:32]=1[C:29]1[C:30]([I:31])=[C:26]2[N:25]=[CH:24][CH:23]=[C:22]([N:7]3[CH2:8][C:5]([NH:4][CH2:2][CH3:3])([C:9]([NH2:11])=[O:10])[CH2:6]3)[N:27]2[N:28]=1 |f:0.1|. Conditions: temperature 50 celsius. Procedure: To a slurry of 3-ethylaminoazetidine-3-carboxylic acid amide, hydrochloride salt (I-1A-3e; 1.13 g, 5.2 mmol) and diisopropylethylamine (3.2 ml, 18 mmol) in acetone (60 ml) was added 7-chloro-2-(2-chlorophenyl)-3-iodopyrazolo[1,5-a]pyrimidine (I-1A-1d; 1.36 g, 3.48 mmol). The mixture was heated to 50° C. overnight. Additional azetidine and diisopropylethylamine were added in portions until the reaction was judged complete by LCMS. A pale yellow precipitate formed and was isolated by vacuum filtra... The product is ClC1=C(C=CC=C1)C1=NN2C(N=CC=C2N2CC(C2)(C(=O)N)NCC)=C1I (1-[2-(2-Chlorophenyl)-3-iodopyrazolo[1,5-a]pyrimidin-7-yl]-3-ethylaminoazetidine-3-carboxylic Acid Amide). The reactants are N1CCC1 (azetidine), C(C)(C)N(CC)C(C)C (diisopropylethylamine), Cl.C(C)NC1(CNC1)C(=O)N (3-ethylaminoazetidine-3-carboxylic acid amide, hydrochloride salt), C(C)(C)N(CC)C(C)C (diisopropylethylamine), ClC1=CC=NC=2N1N=C(C2I)C2=C(C=CC=C2)Cl (7-chloro-2-(2-chlorophenyl)-3-iodopyrazolo[1,5-a]pyrimidine), solid. Run in CC(=O)C (acetone). Starting materials: CC1(OCCO1)C1=CC=C(O1)CC(=S)N (2-[5-(2-methyl-[1,3]dioxolan-2-yl)-furan-2-yl]-thioacetamide), C(C)C(C(C(=O)[O-])=O)Br (ethylbromopyruvate), C(C)O (ethanol), N#N (N2). Yields the product C(C)OC(=O)C=1N=C(SC1)CC=1OC(=CC1)C(C)=O (2-(5-Acetyl-furan-2-ylmethyl)-thiazole-4-carboxylic acid ethyl ester). Reaction SMILES: N#N.[CH3:3][C:4]1([C:9]2[O:13][C:12]([CH2:14][C:15]([NH2:17])=[S:16])=[CH:11][CH:10]=2)[O:8]CCO1.C([CH:20](Br)[C:21](=O)[C:22]([O-:24])=[O:23])C.[CH2:27](O)[CH3:28]>>[CH2:27]([O:24][C:22]([C:21]1[N:17]=[C:15]([CH2:14][C:12]2[O:13][C:9]([C:4](=[O:8])[CH3:3])=[CH:10][CH:11]=2)[S:16][CH:20]=1)=[O:23])[CH3:28]. Procedure: In a flame dried round-bottomed flask equipped with a magnetic stir bar and under inert atmosphere (N2), a solution of 2-[5-(2-methyl-[1,3]dioxolan-2-yl)-furan-2-yl]-thioacetamide (3.20 g, 14.06 mmol) and ethylbromopyruvate (2.07 mL, 14.06 mmol) in ethanol (40 mL) was stirred for 30 min at reflux. The solvent was removed under reduced pressure and the residue was dissolved in EA (150 mL) and washed with 7% aq. NaHCO3 (100 mL). The org. phase was dried over MgSO4, filtered, and the solvent was re... Starting materials: C(C)(=O)N1CCN(CC1)C1=C(C=C(C=C1)N)C (1-Acetyl-4-(4-amino-2-methylphenyl)-piperazine), ClC1=C(C(=CC(=C1)[N+](=O)[O-])Cl)N1CCOCC1 (4-(2,6-dichloro-4-nitrophenyl)morpholine). Yields the product ClC=1C=C(C=C(C1N1CCOCC1)Cl)N ((3,5-Dichloro-4-morpholin-4-ylphenyl)amine). Reaction SMILES: C(N1CCN(C2C=CC(N)=CC=2C)CC1)(=O)C.[Cl:18][C:19]1[CH:24]=[C:23]([N+:25]([O-])=O)[CH:22]=[C:21]([Cl:28])[C:20]=1[N:29]1[CH2:34][CH2:33][O:32][CH2:31][CH2:30]1>>[Cl:28][C:21]1[CH:22]=[C:23]([NH2:25])[CH:24]=[C:19]([Cl:18])[C:20]=1[N:29]1[CH2:30][CH2:31][O:32][CH2:33][CH2:34]1. Procedure details: Following the general procedure of Intermediate 36 using 4-(2,6-dichloro-4-nitrophenyl)morpholine (prepared as described in J. Med. Chem., 1980, 23(10), 1083) the title compound was obtained; 1H NMR δ 3.01 (4H, t), 3.64 (4H, t), 5.50 (1H, broad s), 6.57 (2H, s); MS m/e MH+ 247.